This data is from the Open Reaction Database (ORD), a public repository of structured organic reaction records. The task is: describe an organic reaction: reactants, conditions, products, and yield The reactants are ClC1=NC=NC(=C1NC=O)NOCCCCP(=O)(OCC)OCC (4-Chloro-6-[[4-(diethoxyphosphoryl)butoxy]amino]-5-formamidopyrimidine). The solvent is C(C)(=O)OC(OCC)OCC (diethoxymethyl acetate). Reaction conditions: temperature 120 celsius, time 2 hour. Yields the product ClC1=C2N=CN(C2=NC=N1)OCCCCP(=O)(OCC)OCC (6-Chloro-9-[4-(diethoxyphosphoryl)butoxy]purine). The yield is 80.0%. Reaction SMILES: [Cl:1][C:2]1[C:7]([NH:8][CH:9]=O)=[C:6]([NH:11][O:12][CH2:13][CH2:14][CH2:15][CH2:16][P:17]([O:22][CH2:23][CH3:24])([O:19][CH2:20][CH3:21])=[O:18])[N:5]=[CH:4][N:3]=1>C(OC(OCC)OCC)(=O)C>[Cl:1][C:2]1[N:3]=[CH:4][N:5]=[C:6]2[C:7]=1[N:8]=[CH:9][N:11]2[O:12][CH2:13][CH2:14][CH2:15][CH2:16][P:17]([O:22][CH2:23][CH3:24])([O:19][CH2:20][CH3:21])=[O:18]. Procedure: 4-Chloro-6-[[4-(diethoxyphosphoryl)butoxy]amino]-5-formamidopyrimidine (0.470 g, 1.24 mmol) was dissolved in diethoxymethyl acetate (4 ml) and the resulting solution was stirred at 120° C. for 2 hr. The reaction mixture was then allowed to cool and the solution evaporated to dryness. The residue was dissolved in methanol: conc. aq. NH3 solution (9:1, 5 ml) and stirred at 23° C. for 10 min. The solvents were evaporated under vacuum and the product was purified by column chromatography on silica g...